Dataset: the Open Reaction Database (ORD), a public repository of structured organic reaction records. Task: describe an organic reaction: reactants, conditions, products, and yield The reactants are ClC=1C=C2C(=NC=NC2=CC1C(=O)N1CCCC1)NC(CCC(=O)O)C1=NC2=C(N1C(=O)OC(C)(C)C)C=CC(=C2)Cl (6-chloro-4-[1-(1-tert.-butyloxycarbonyl-5-chloro-1H-benzimidazol-2-yl)-3-hydroxycarbonyl-propyl-amino]-7-(pyrrolidin-1-yl-carbonyl)-quinazoline), N1CCS(CC1)=O (thiomorpholine-1-oxide), CN(C)C(=[N+](C)C)ON1C2=C(C=CC=C2)N=N1.[B-](F)(F)(F)F (TBTU), FC(C(=O)O)(F)F (trifluoroacetic acid). Solvent: C(C)#N.O1CCCC1 (acetonitrile tetrahydrofuran). Yields the product ClC=1C=C2C(=NC=NC2=CC1C(=O)N1CCCC1)NC(CCC(=O)N1CCS(CC1)=O)C1=NC2=C(N1)C=CC(=C2)Cl (6-chloro-4-[1-(5-chloro-1H-benzimidazol-2-yl)-3-( 1-oxo-thiomorpholin-4-yl-carbonyl)-propyl-amino]-7-(pyrrolidin-1-yl-carbonyl)-quinazoline). RXN SMILES: [Cl:1][C:2]1[CH:3]=[C:4]2[C:9](=[CH:10][C:11]=1[C:12]([N:14]1[CH2:18][CH2:17][CH2:16][CH2:15]1)=[O:13])[N:8]=[CH:7][N:6]=[C:5]2[NH:19][CH:20]([C:26]1[N:30](C(OC(C)(C)C)=O)[C:29]2[CH:38]=[CH:39][C:40]([Cl:42])=[CH:41][C:28]=2[N:27]=1)[CH2:21][CH2:22][C:23]([OH:25])=O.[NH:43]1[CH2:48][CH2:47][S:46](=[O:49])[CH2:45][CH2:44]1.CN(C(ON1N=NC2C=CC=CC1=2)=[N+](C)C)C.[B-](F)(F)(F)F.FC(F)(F)C(O)=O>C(#N)C.O1CCCC1>[Cl:1][C:2]1[CH:3]=[C:4]2[C:9](=[CH:10][C:11]=1[C:12]([N:14]1[CH2:18][CH2:17][CH2:16][CH2:15]1)=[O:13])[N:8]=[CH:7][N:6]=[C:5]2[NH:19][CH:20]([C:26]1[NH:30][C:29]2[CH:38]=[CH:39][C:40]([Cl:42])=[CH:41][C:28]=2[N:27]=1)[CH2:21][CH2:22][C:23]([N:43]1[CH2:48][CH2:47][S:46](=[O:49])[CH2:45][CH2:44]1)=[O:25] |f:2.3,5.6|. Reported procedure: Prepared analogously to Example 61 from 6-chloro-4-[1-(1-tert.-butyloxycarbonyl-5-chloro-1H-benzimidazol-2-yl)-3-hydroxycarbonyl-propyl-amino]-7-(pyrrolidin-1-yl-carbonyl)-quinazoline and thiomorpholine-1-oxide with TBTU in acetonitrile/tetrahydrofuran and subsequent reaction with trifluoroacetic acid. The reactants are NC=1C2=C(N=CN1)N(C=C2I)[C@@H]2C[C@H](C2)C(=O)N (trans-3-(4-amino-5-iodopyrrolo[2,3-d]pyrimidin-7-yl)-cyclobutanecarboxylic acid amide), C1(=CC=CC=C1)C1=NC2=CC(=CC=C2C=C1)B1OC(C(O1)(C)C)(C)C (2-phenyl-7-(4,4,5,5-tetramethyl-[1,3,2]dioxaborolan-2-yl)-quinoline), C(=O)([O-])[O-].[Na+].[Na+] (Na2CO3), CN(C)C=O (DMF). The reagents and catalysts are C=1C=CC(=CC1)[P](C=2C=CC=CC2)(C=3C=CC=CC3)[Pd]([P](C=4C=CC=CC4)(C=5C=CC=CC5)C=6C=CC=CC6)([P](C=7C=CC=CC7)(C=8C=CC=CC8)C=9C=CC=CC9)[P](C=1C=CC=CC1)(C=1C=CC=CC1)C=1C=CC=CC1 (Pd(PPh3)4). Solvent: O (water), O (water). Reaction conditions: temperature 80 celsius. Yields the product NC=1C2=C(N=CN1)N(C=C2C2=CC=C1C=CC(=NC1=C2)C2=CC=CC=C2)[C@@H]2C[C@H](C2)C(=O)N (trans-3-[4-Amino-5-(2-phenylquinolin-7-yl)-pyrrolo[2,3-d]pyrimidin-7-yl]cyclobutanecarboxylic acid amide). As a reaction SMILES: [NH2:1][C:2]1[C:3]2[C:10](I)=[CH:9][N:8]([C@H:12]3[CH2:15][C@H:14]([C:16]([NH2:18])=[O:17])[CH2:13]3)[C:4]=2[N:5]=[CH:6][N:7]=1.[C:19]1([C:25]2[CH:34]=[CH:33][C:32]3[C:27](=[CH:28][C:29](B4OC(C)(C)C(C)(C)O4)=[CH:30][CH:31]=3)[N:26]=2)[CH:24]=[CH:23][CH:22]=[CH:21][CH:20]=1.C([O-])([O-])=O.[Na+].[Na+].CN(C=O)C>C1C=CC([P]([Pd]([P](C2C=CC=CC=2)(C2C=CC=CC=2)C2C=CC=CC=2)([P](C2C=CC=CC=2)(C2C=CC=CC=2)C2C=CC=CC=2)[P](C2C=CC=CC=2)(C2C=CC=CC=2)C2C=CC=CC=2)(C2C=CC=CC=2)C2C=CC=CC=2)=CC=1.O>[NH2:1][C:2]1[C:3]2[C:10]([C:29]3[CH:28]=[C:27]4[C:32]([CH:33]=[CH:34][C:25]([C:19]5[CH:24]=[CH:23][CH:22]=[CH:21][CH:20]=5)=[N:26]4)=[CH:31][CH:30]=3)=[CH:9][N:8]([C@H:12]3[CH2:15][C@H:14]([C:16]([NH2:18])=[O:17])[CH2:13]3)[C:4]=2[N:5]=[CH:6][N:7]=1 |f:2.3.4,^1:58,60,79,98|. Reported procedure: A mixture of trans-3-(4-amino-5-iodopyrrolo[2,3-d]pyrimidin-7-yl)-cyclobutanecarboxylic acid amide (119 mg, 0.333 mmol), 2-phenyl-7-(4,4,5,5-tetramethyl-[1,3,2]dioxaborolan-2-yl)-quinoline (133 mg, 0.402 mmol), Na2CO3 (88.3 mg, 0.833 mmol), Pd(PPh3)4 (23.1 mg, 0.0200 mmol), DMF (5 mL), and water (1 mL) was purged with nitrogen for 30 min and heated to 80° C. for 22 h. To the cooled reaction solution was added water (10 mL), the mixture was extracted with EtOAc (3×15 mL), the combined organic lay... The reactants are N1=C(C=CC=C1)C1=NOC(=C1)C1=NC(=NO1)C1=CC=C(C=C1)C (5-(3-(pyridin-2-yl)isoxazol-5-yl)-3-p-tolyl-1,2,4-oxadiazole), IN1C(CCC1=O)=O (1-iodopyrrolidine-2,5-dione). Run in C(C)#N (acetonitrile). The product is IC=1C(=NOC1C1=NC(=NO1)C1=CC=C(C=C1)C)C1=NC=CC=C1 (5-(4-iodo-3-(pyridin-2-yl)isoxazol-5-yl)-3-p-tolyl-1,2,4-oxadiazole). Isolated yield 378.0%. RXN SMILES: [N:1]1[CH:6]=[CH:5][CH:4]=[CH:3][C:2]=1[C:7]1[CH:11]=[C:10]([C:12]2[O:16][N:15]=[C:14]([C:17]3[CH:22]=[CH:21][C:20]([CH3:23])=[CH:19][CH:18]=3)[N:13]=2)[O:9][N:8]=1.[I:24]N1C(=O)CCC1=O>C(#N)C>[I:24][C:11]1[C:7]([C:2]2[CH:3]=[CH:4][CH:5]=[CH:6][N:1]=2)=[N:8][O:9][C:10]=1[C:12]1[O:16][N:15]=[C:14]([C:17]2[CH:22]=[CH:21][C:20]([CH3:23])=[CH:19][CH:18]=2)[N:13]=1. Procedure details: A solution of 5-(3-(pyridin-2-yl)isoxazol-5-yl)-3-p-tolyl-1,2,4-oxadiazole (1.0 g, 3.29 mmol), 1-iodopyrrolidine-2,5-dione (1.11 g, 4.76 mmol), and PdOAc2 (0.148 g, 0.657 mmol) in acetonitrile (14 mL) was heated to 120° C. via microwave for 40 minutes. The reaction was repeated 4 additional times on a similar scale, and the contents of each reaction tube were combined, concentrated, and purified by flash silica gel chromatography (eluting with Hexanes/EtOAc—4/1) to yield 5-(4-iodo-3-(pyridin-2-y...